This data is from the Open Reaction Database (ORD), a public repository of structured organic reaction records. The task is: describe an organic reaction: reactants, conditions, products, and yield Reactants: CCOC(=O)/N=N/C(=O)OCC (DEAD), F[C@@H](CO)CCCCCC ((R)-(+)-2-fluorooctanol), FC1=C(C=CC(=C1F)CCCCC)C1=NC=C(C=N1)O (2-(2',3'-Difluoro-4'-pentylphenyl)-5-hydroxypyrimidine), C1(=CC=CC=C1)P(C1=CC=CC=C1)C1=CC=CC=C1 (triphenylphosphine). The solvent is C1CCOC1 (THF), C1CCOC1 (THF). The product is FC1=C(C=CC(=C1F)CCCCC)C1=NC=C(C=N1)OC[C@@H](CCCCCC)F ((R)-(-)-2-(2',3'-Difluoro-4'-pentylphenyl)-5-(2-fluorooctyloxy)pyrimidine). The yield is 55.3%. As a reaction SMILES: CCOC(/N=N/C(OCC)=O)=O.[F:13][C@H:14]([CH2:17][CH2:18][CH2:19][CH2:20][CH2:21][CH3:22])[CH2:15][OH:16].[F:23][C:24]1[C:29]([F:30])=[C:28]([CH2:31][CH2:32][CH2:33][CH2:34][CH3:35])[CH:27]=[CH:26][C:25]=1[C:36]1[N:41]=[CH:40][C:39](O)=[CH:38][N:37]=1.C1(P(C2C=CC=CC=2)C2C=CC=CC=2)C=CC=CC=1>C1COCC1>[F:23][C:24]1[C:29]([F:30])=[C:28]([CH2:31][CH2:32][CH2:33][CH2:34][CH3:35])[CH:27]=[CH:26][C:25]=1[C:36]1[N:37]=[CH:38][C:39]([O:16][CH2:15][C@H:14]([F:13])[CH2:17][CH2:18][CH2:19][CH2:20][CH2:21][CH3:22])=[CH:40][N:41]=1. Procedure details: --DEAD (470 mg, 2.70 mmol) in THF (3 ml) was added dropwise via syringe to a stirring solution of (R)-(+)-2-fluorooctanol (396 mg, 2.70 mmol), the hydroxypyrimidine 33 (750 mg, 2.70 mmol) and triphenylphosphine (707 mg, 2.70 mmol) in THF (10 ml) under nitrogen at ambient temperature for 15 h. The solvent was removed in vacuo and the residue was purified by flash chromatography (3 to 5% ethyl acetate-light petroleum) to give the 2-fluorooctyloxypyrimidine 34 (610 mg, 55%) (from MeOH), m.p. 74.7° ... Starting materials: CCOC(=O)C(C)Oc1ccc2c(=O)c(-c3ccccc3)coc2c1, Cl, C1COCCO1, O. Product: CC(Oc1ccc2c(=O)c(-c3ccccc3)coc2c1)C(=O)O. RXN SMILES: [CH2:1]([CH3:2])[O:3][C:4](=[O:5])[CH:6]([CH3:7])[O:8][c:9]1[cH:10][c:11]2[c:12]([c:13](=[O:23])[c:14](-[c:17]3[cH:18][cH:19][cH:20][cH:21][cH:22]3)[cH:15][o:16]2)[cH:24][cH:25]1.[ClH:32].[O:26]1[CH2:27][CH2:28][O:29][CH2:30][CH2:31]1.[OH2:33]>>[O:3]=[C:4]([OH:5])[CH:6]([CH3:7])[O:8][c:9]1[cH:10][c:11]2[c:12]([c:13](=[O:23])[c:14](-[c:17]3[cH:18][cH:19][cH:20][cH:21][cH:22]3)[cH:15][o:16]2)[cH:24][cH:25]1. The reactants are C(C)(C)(C)OC(NC(C)C(NC1=C(C=CC=C1)C(C1=CC=CC=C1)=O)=O)=O ([1-(2-Benzoyl-phenylcarbamoyl)-ethyl]-carbamic acid tert-butyl ester), Cl (hydrogen chloride). Solvent: C(Cl)(Cl)Cl (CHCl3). Run at time 20 minute. The product is CC1N=C(C2=C(NC1=O)C=CC=C2)C2=CC=CC=C2 (3-Methyl-5-phenyl-1,3-dihydro-benzo[e][1,4]diazepin-2-one). Isolated yield 83.0%. Reaction SMILES: C(OC(=O)[NH:7][CH:8]([C:10](=[O:26])[NH:11][C:12]1[CH:17]=[CH:16][CH:15]=[CH:14][C:13]=1[C:18](=O)[C:19]1[CH:24]=[CH:23][CH:22]=[CH:21][CH:20]=1)[CH3:9])(C)(C)C.Cl>C(Cl)(Cl)Cl>[CH3:9][CH:8]1[C:10](=[O:26])[NH:11][C:12]2[CH:17]=[CH:16][CH:15]=[CH:14][C:13]=2[C:18]([C:19]2[CH:24]=[CH:23][CH:22]=[CH:21][CH:20]=2)=[N:7]1. Procedure: To a stirred solution of the benzophenone 109 (10.65 g, 29.38 mmol) in CHCl3 (400 mL) at rt, hydrogen chloride gas was added in slowly. After 20 min, the addition was stopped and the solution was stirred overnight at rt. The reaction mixture was washed with a saturated solution of sodium bicarbonate (2×50 mL) and water (2×50 mL). The organic layer was concentrated under reduced pressure. The residual oil was dissolved in methanol-water (2:1, 500 mL) and the pH was adjusted to 8.5 by the addition... Starting materials: C(C1=CC=CC=C1)N1C(=NC(=C1SC1=CC(=CC(=C1)Cl)Cl)C(C)C)COCC1=CC=C(C=C1)OC (1-benzyl-5-(3,5-dichlorophenylthio )-4-isopropyl-2-(p-methoxybenzyloxymethyl)-1H-imidazole), Cl (hydrochloric acid). Solvent: CO (methanol). Reaction conditions: temperature 60 celsius. Yields the product C(C1=CC=CC=C1)N1C(=NC(=C1SC1=CC(=CC(=C1)Cl)Cl)C(C)C)CO ([1-benzyl-5-(3,5-dichlorophenylthio)-4-isopropyl-1H-imidazol-2-yl]methanol). Yield: 91.9%. Reaction SMILES: [CH2:1]([N:8]1[C:12]([S:13][C:14]2[CH:19]=[C:18]([Cl:20])[CH:17]=[C:16]([Cl:21])[CH:15]=2)=[C:11]([CH:22]([CH3:24])[CH3:23])[N:10]=[C:9]1[CH2:25][O:26]CC1C=CC(OC)=CC=1)[C:2]1[CH:7]=[CH:6][CH:5]=[CH:4][CH:3]=1.Cl>CO>[CH2:1]([N:8]1[C:12]([S:13][C:14]2[CH:19]=[C:18]([Cl:20])[CH:17]=[C:16]([Cl:21])[CH:15]=2)=[C:11]([CH:22]([CH3:24])[CH3:23])[N:10]=[C:9]1[CH2:25][OH:26])[C:2]1[CH:7]=[CH:6][CH:5]=[CH:4][CH:3]=1. Reported procedure: To 25 ml of methanol was dissolved 1.41 g (2.67 mmol)of 1-benzyl-5-(3,5-dichlorophenylthio )-4-isopropyl-2-(p-methoxybenzyloxymethyl)-1H-imidazole (17f), followed by addition of 12.5 ml of 6N-hydrochloric acid at room temperature with stirring, and the mixture was stirred under heating at 60° C. for 3 hour. This reaction mixture was concentrated under reduced pressure, the residual solution was neutralized with a saturated aqueous solution of sodium bicarbonate to be weakly basic, and was extrac... Starting materials: C(=O)C1=CC(=C(OC(C(=O)OCC)(C)C)C=C1)C (ethyl 2-(4-formyl-2-methylphenoxy)-2-methylpropanoate), FC(C1=CC=C(CN)C=C1)(F)F (4-trifluoromethylbenzyl amine), C(C)(=O)O[BH-](OC(C)=O)OC(C)=O.[Na+] (sodium triacetoxyborohydride). Run in C(Cl)Cl (CH2Cl2). Conditions: time 30 minute. Product: CC(C(=O)OCC)(C)OC1=C(C=C(C=C1)CNCC1=CC=C(C=C1)C(F)(F)F)C (Ethyl 2-methyl-2-[2-methyl-4-({[4-(trifluoromethyl)benzyl]amino}methyl)phenoxy]propanoate). Isolated yield 52.6%. As a reaction SMILES: [CH:1]([C:3]1[CH:17]=[CH:16][C:6]([O:7][C:8]([CH3:15])([CH3:14])[C:9]([O:11][CH2:12][CH3:13])=[O:10])=[C:5]([CH3:18])[CH:4]=1)=O.[F:19][C:20]([F:30])([F:29])[C:21]1[CH:28]=[CH:27][C:24]([CH2:25][NH2:26])=[CH:23][CH:22]=1.C(O[BH-](OC(=O)C)OC(=O)C)(=O)C.[Na+]>C(Cl)Cl>[CH3:14][C:8]([O:7][C:6]1[CH:16]=[CH:17][C:3]([CH2:1][NH:26][CH2:25][C:24]2[CH:23]=[CH:22][C:21]([C:20]([F:19])([F:29])[F:30])=[CH:28][CH:27]=2)=[CH:4][C:5]=1[CH3:18])([CH3:15])[C:9]([O:11][CH2:12][CH3:13])=[O:10] |f:2.3|. Procedure details: To a solution of ethyl 2-(4-formyl-2-methylphenoxy)-2-methylpropanoate (0.563 g, 2.25 mmol) in CH2Cl2 (10 mL) under nitrogen at room temperature, was added 4-trifluoromethylbenzyl amine (0.34 mL, 2.37 mmol). The resulting solution was stirred for 30 minutes prior to addition of sodium triacetoxyborohydride (0.668 g, 3.15 mmol). After 18 h stirring the reaction mixture was quenched by cautious addition of sat. sodium bicarbonate aq. (30 mL) and extracted CH2Cl2 (2×50 mL). The organic solution was... RXN SMILES: [CH2:36]([Cl:37])[Cl:38].[Cl-:13].[F:1][c:2]1[c:3]2[c:7]([cH:8][cH:9][c:10]1[F:11])[NH:6][CH:5]([CH3:12])[CH2:4]2.[S:32]([Cl:33])([Cl:34])=[O:35].[c:14]1([CH3:31])[cH:15][cH:16][c:17]([S:20](=[O:21])(=[O:22])[N:23]2[CH:24]([C:25](=[O:26])[OH:27])[CH2:28][CH2:29][CH2:30]2)[cH:18][cH:19]1.[cH:39]1[cH:40][cH:41][n:42][cH:43][cH:44]1>>[F:1][c:2]1[c:3]2[c:7]([cH:8][cH:9][c:10]1[F:11])[N:6]([C:25]([CH:24]1[N:23]([S:20]([c:17]3[cH:16][cH:15][c:14]([CH3:31])[cH:19][cH:18]3)(=[O:21])=[O:22])[CH2:30][CH2:29][CH2:28]1)=[O:26])[CH:5]([CH3:12])[CH2:4]2. Product: Cc1ccc(S(=O)(=O)N2CCCC2C(=O)N2c3ccc(F)c(F)c3CC2C)cc1. The reactants are ClCCl, [Cl-], CC1Cc2c(ccc(F)c2F)N1, O=S(Cl)Cl, Cc1ccc(S(=O)(=O)N2CCCC2C(=O)O)cc1, c1ccncc1. Starting materials: N1C(=NCC1)C1=CC=C(C=C1)CNC (1-[4-(4,5-dihydro-1H-imidazol-2-yl)phenyl]-N-methylmethanamine), COC1=CC(=C(C(=C1)C)S(=O)(=O)N(C)CC1=CC(=CO1)C(=O)O)C (5-({[(4-Methoxy-2,6-dimethylphenyl)sulfonyl](methyl)amino}methyl)furan-3-carboxylic acid), C1=CN(C=N1)C(=O)N2C=CN=C2 (CDI), N1C(=NCC1)C1=CC=C(C=C1)CNC (1-[4-(4,5-dihydro-1H-imidazol-2-yl)phenyl]-N-methylmethanamine), CCN(C(C)C)C(C)C (DIPEA). The solvent is ClCCCl (DCE), CN(C)C=O (DMF). The product is N1C(=NCC1)C1=CC=C(CN(C(=O)C2=COC(=C2)CN(C)S(=O)(=O)C2=C(C=C(C=C2C)OC)C)C)C=C1 (N-[4-(4,5-dihydro-1H-imidazol-2-yl)benzyl]-5-({[(4-methoxy-2,6-dimethylphenyl)sulfonyl](methyl)amino}methyl)-N-methylfuran-3-carboxamide). RXN SMILES: [CH3:1][O:2][C:3]1[CH:8]=[C:7]([CH3:9])[C:6]([S:10]([N:13]([CH2:15][C:16]2[O:20][CH:19]=[C:18]([C:21](O)=[O:22])[CH:17]=2)[CH3:14])(=[O:12])=[O:11])=[C:5]([CH3:24])[CH:4]=1.C1N=CN(C(N2C=NC=C2)=O)C=1.[NH:37]1[CH2:41][CH2:40][N:39]=[C:38]1[C:42]1[CH:47]=[CH:46][C:45]([CH2:48][NH:49][CH3:50])=[CH:44][CH:43]=1.CCN(C(C)C)C(C)C>ClCCCl.CN(C=O)C>[NH:39]1[CH2:40][CH2:41][N:37]=[C:38]1[C:42]1[CH:43]=[CH:44][C:45]([CH2:48][N:49]([CH3:50])[C:21]([C:18]2[CH:17]=[C:16]([CH2:15][N:13]([S:10]([C:6]3[C:5]([CH3:24])=[CH:4][C:3]([O:2][CH3:1])=[CH:8][C:7]=3[CH3:9])(=[O:11])=[O:12])[CH3:14])[O:20][CH:19]=2)=[O:22])=[CH:46][CH:47]=1. Procedure: 5-({[(4-Methoxy-2,6-dimethylphenyl)sulfonyl](methyl)amino}methyl)furan-3-carboxylic acid (30 mg, 0.09 mmol) was dissolved in DCE (2 mL) and CDI (30 mg, 0.18 mmol) added. The reaction was stirred at room temperature until complete as determined by LCMS. 1-[4-(4,5-dihydro-1H-imidazol-2-yl)phenyl]-N-methylmethanamine (32 mg, 0.17 mmol) and DIPEA (0.032 mL, 0.18 mmol) was added and the reaction stirred for 3 days at ambient temperature. A further 32 mg 1-[4-(4,5-dihydro-1H-imidazol-2-yl)phenyl]-N-me... Starting materials: CC1=CC=2OCCC2C=C1C=1C=CC(=NC1)N (5-(6-methyl-2,3-dihydrobenzo[3,4-b]furan-5-yl)-2-pyridylamine), ClC1=C(C(=O)Cl)C=CC=C1 (2-chlorobenzoyl chloride). Product: ClC1=C(C=CC=C1)C(=O)NC1=NC=C(C=C1)C1=CC2=C(OCC2)C=C1C ((2-chlorophenyl)-N-[5-(6-methyl(2,3-dihydrobenzo[b]furan-5-yl))(2-pyridyl)]carboxamide). Yield: 59.8%. RXN SMILES: [CH3:1][C:2]1[C:10]([C:11]2[CH:12]=[CH:13][C:14]([NH2:17])=[N:15][CH:16]=2)=[CH:9][C:8]2[CH2:7][CH2:6][O:5][C:4]=2[CH:3]=1.[Cl:18][C:19]1[CH:27]=[CH:26][CH:25]=[CH:24][C:20]=1[C:21](Cl)=[O:22]>>[Cl:18][C:19]1[CH:27]=[CH:26][CH:25]=[CH:24][C:20]=1[C:21]([NH:17][C:14]1[CH:13]=[CH:12][C:11]([C:10]2[C:2]([CH3:1])=[CH:3][C:4]3[O:5][CH2:6][CH2:7][C:8]=3[CH:9]=2)=[CH:16][N:15]=1)=[O:22]. Procedure: Similarly, (2-chlorophenyl)-N-[5-(6-methyl(2,3-dihydrobenzo[b]furan-5-yl))(2-pyridyl)]carboxamide (164) (13.1 mg, yield: 59.8%, purity>95%) was prepared from 5-(6-methyl-2,3-dihydrobenzo[3,4-b]furan-5-yl)-2-pyridylamine (161) (13 mg, 0.06 mmol) and 2-chlorobenzoyl chloride (23 μl). Product: CCc1ccccc1OCCCCBr. The reactants are BrCCCCBr, CCc1ccccc1O, [Na+], [OH-]. RXN SMILES: [Br:12][CH2:13][CH2:14][CH2:15][CH2:16][Br:17].[CH2:1]([CH3:2])[c:3]1[c:4]([OH:9])[cH:5][cH:6][cH:7][cH:8]1.[Na+:11].[OH-:10]>>[CH2:1]([CH3:2])[c:3]1[c:4]([O:9][CH2:16][CH2:15][CH2:14][CH2:13][Br:12])[cH:5][cH:6][cH:7][cH:8]1. Starting materials: C1(C=2C(C(N1[C@@H]1C(N([C@@H]1\C=C\C1=CC=CC=C1)C1=CC=C(C=C1)OC)=O)=O)=CC=CC2)=O (cis-3-phthalimido-4-(E)-styryl-1-(p-methoxyphenyl)-2-oxoazetidine), [N+](=O)([O-])[O-].[Ce+4].[NH4+].[N+](=O)([O-])[O-].[N+](=O)([O-])[O-].[N+](=O)([O-])[O-].[N+](=O)([O-])[O-] (ammonium cerium (IV) nitrate). Solvent: O1CCCC1 (tetrahydrofuran), O (water). The product is C1(C=2C(C(N1[C@@H]1C(N[C@@H]1\C=C\C1=CC=CC=C1)=O)=O)=CC=CC2)=O (cis-3-phthalimido-4-(E)-styryl-2-oxoazetidine). Reaction SMILES: [C:1]1(=[O:32])[N:5]([C@H:6]2[C@@H:9](/[CH:10]=[CH:11]/[C:12]3[CH:17]=[CH:16][CH:15]=[CH:14][CH:13]=3)[N:8](C3C=CC(OC)=CC=3)[C:7]2=[O:26])[C:4](=[O:27])[C:3]2=[CH:28][CH:29]=[CH:30][CH:31]=[C:2]12.[N+]([O-])([O-])=O.[Ce+4].[NH4+].[N+]([O-])([O-])=O.[N+]([O-])([O-])=O.[N+]([O-])([O-])=O.[N+]([O-])([O-])=O>O1CCCC1.O>[C:4]1(=[O:27])[N:5]([C@H:6]2[C@@H:9](/[CH:10]=[CH:11]/[C:12]3[CH:17]=[CH:16][CH:15]=[CH:14][CH:13]=3)[NH:8][C:7]2=[O:26])[C:1](=[O:32])[C:2]2=[CH:31][CH:30]=[CH:29][CH:28]=[C:3]12 |f:1.2.3.4.5.6.7|. Procedure details: In 25 ml of tetrahydrofuran is dissolved 1 g of cis-3-phthalimido-4-(E)-styryl-1-(p-methoxyphenyl)-2-oxoazetidine and under stirring at -5° C. to -10° C., solution of ammonium cerium (IV) nitrate (3 g) in 10 ml of water is added dropwise over a period of 5 minutes. Then, the mixture is stirred at -5° C. to 0° C. for 20 minutes. The tetrahydrofuran is distilled off under reduced pressure and the residue is shaken with ethyl acetate and water. The ethyl acetate layer is taken, washed with aqueous ...